From a dataset of the Open Reaction Database (ORD), a public repository of structured organic reaction records. describe an organic reaction: reactants, conditions, products, and yield Reaction SMILES: [F:1][c:2]1[cH:3][cH:4][c:5]([N:8]=[C:9]=[O:10])[cH:6][cH:7]1.[NH2:11][CH:12]([C:13](=[O:14])[N:15]([CH2:16][CH2:17][N:18]([CH3:19])[CH3:20])[CH2:21][c:22]1[cH:23][cH:24][cH:25][cH:26][cH:27]1)[CH:28]([CH3:29])[CH3:30]>>[F:1][c:2]1[cH:3][cH:4][c:5]([NH:8][C:9](=[O:10])[NH:11][CH:12]([C:13](=[O:14])[N:15]([CH2:16][CH2:17][N:18]([CH3:19])[CH3:20])[CH2:21][c:22]2[cH:23][cH:24][cH:25][cH:26][cH:27]2)[CH:28]([CH3:29])[CH3:30])[cH:6][cH:7]1. Yields the product CC(C)C(NC(=O)Nc1ccc(F)cc1)C(=O)N(CCN(C)C)Cc1ccccc1. The reactants are O=C=Nc1ccc(F)cc1, CC(C)C(N)C(=O)N(CCN(C)C)Cc1ccccc1. Yields the product COc1nc2ccc(F)cc2nc1N. Reaction SMILES: [CH3:14][O-:15].[CH3:22][OH:23].[NH2:1][c:2]1[c:3]([Cl:13])[n:4][c:5]2[cH:6][cH:7][c:8]([F:12])[cH:9][c:10]2[n:11]1.[Na+:16].[O:17]1[CH2:18][CH2:19][CH2:20][CH2:21]1>>[NH2:1][c:2]1[c:3]([O:15][CH3:14])[n:4][c:5]2[cH:6][cH:7][c:8]([F:12])[cH:9][c:10]2[n:11]1. The reactants are C[O-], CO, Nc1nc2cc(F)ccc2nc1Cl, [Na+], C1CCOC1. Reactants: C(C1=CC=CC=C1)N(C1=CC=C2C(=N1)C(CC2)=CC#N)CC2=CC=CC=C2 ([2-(Dibenzylamino)-5,6-dihydro-7H-cyclopenta[b]pyridin-7-ylidene]acetonitrile). Reagents/catalysts: [OH-].[Pd+2].[OH-].[C] (palladium hydroxide carbon). The solvent is CO (methanol). Reaction conditions: time 60 hour. Yields the product C(C1=CC=CC=C1)N(C1=CC=C2C(=N1)C(CC2)CC#N)CC2=CC=CC=C2 ([2-(dibenzylamino)-6,7-dihydro-5H-cyclopenta[b]pyridin-7-yl]acetonitrile). RXN SMILES: [CH2:1]([N:8]([CH2:21][C:22]1[CH:27]=[CH:26][CH:25]=[CH:24][CH:23]=1)[C:9]1[N:14]=[C:13]2[C:15](=[CH:18][C:19]#[N:20])[CH2:16][CH2:17][C:12]2=[CH:11][CH:10]=1)[C:2]1[CH:7]=[CH:6][CH:5]=[CH:4][CH:3]=1>CO.[OH-].[Pd+2].[OH-].[C]>[CH2:21]([N:8]([CH2:1][C:2]1[CH:7]=[CH:6][CH:5]=[CH:4][CH:3]=1)[C:9]1[N:14]=[C:13]2[CH:15]([CH2:18][C:19]#[N:20])[CH2:16][CH2:17][C:12]2=[CH:11][CH:10]=1)[C:22]1[CH:23]=[CH:24][CH:25]=[CH:26][CH:27]=1 |f:2.3.4.5|. Reported procedure: [2-(Dibenzylamino)-5,6-dihydro-7H-cyclopenta[b]pyridin-7-ylidene]acetonitrile (1.01 g, 2.87 mmol) was dissolved in methanol (40 mL), 20% palladium hydroxide-carbon powder (200 mg) was added, and the mixture was stirred under a hydrogen atmosphere at room temperature for 60 hr. The catalyst was filtered off, and the filtrate was concentrated under reduced pressure to give the title compound. The obtained title compound was used for the reaction of Reference Example 34 without purification. Reactants: ClC1=NC=C(C(=O)NC)C=C1 (6-chloro-N-methyl-nicotinamide), C1(=C(C=CC=C1)[Mg]Cl)C (o-tolylmagnesiumchloride), C1CCOC1 (THF), [NH4+].[Cl-] (NH4Cl). Reaction conditions: time 2 hour. The product is CNC(=O)C1=CN=C(CC1C1=C(C=CC=C1)C)N1CCN(CC1)C ((RS)-6-(4-Methyl-piperazin-1-yl)-4-o-tolyl-4,5-dihydro-pyridine-3-carboxylic acid methylamide). Isolated yield 94.6%. RXN SMILES: Cl[C:2]1[CH:11]=[CH:10][C:5]([C:6]([NH:8][CH3:9])=[O:7])=[CH:4][N:3]=1.[C:12]1([CH3:20])[CH:17]=[CH:16][CH:15]=[CH:14][C:13]=1[Mg]Cl.[NH4+:21].[Cl-].[CH2:23]1[CH2:27]OCC1>>[CH3:9][NH:8][C:6]([C:5]1[CH:10]([C:13]2[CH:14]=[CH:15][CH:16]=[CH:17][C:12]=2[CH3:20])[CH2:11][C:2]([N:21]2[CH2:23][CH2:27][N:3]([CH3:4])[CH2:2][CH2:11]2)=[N:3][CH:4]=1)=[O:7] |f:2.3|. Reported procedure: A solution of 3.0 g (17.6 mmol) 6-chloro-N-methyl-nicotinamide in 42.0 ml THF was treated at 4° C. dropwise over 15 min. with 43.8 ml (43.8 mmol) o-tolylmagnesiumchloride-solution (IM in THF). The reaction mixture was stirred for 2 h at r.t., cooled to 0° C. and treated dropwise with 50 ml 5% aqueous NH4Cl. The aqueous phase was separated and extracted twice with toluene and the organic phases were washed twice with 5% aqueous NH4Cl. The combined organic phases were dried over Na2SO4 and the sol...